This data is from the Open Reaction Database (ORD), a public repository of structured organic reaction records. The task is: describe an organic reaction: reactants, conditions, products, and yield Reactants: [H-].[H-].[H-].[H-].[Li+].[Al+3] (LiAlH4), N1C=NC(=C1)C1=CC=C(C=C1)NC=O (N-[4-(imidazol-4-yl)-phenyl]-formamide), C(C)OCC (diethylether). Run in O1CCCC1 (tetrahydrofuran), O1CCCC1 (tetrahydrofuran). Product: CNC1=CC=C(C=C1)C=1N=CNC1 (N-Methyl-N-[4-(imidazol-4-yl)-phenyl]-amine). As a reaction SMILES: [NH:1]1[CH:5]=[C:4]([C:6]2[CH:11]=[CH:10][C:9]([NH:12][CH:13]=O)=[CH:8][CH:7]=2)[N:3]=[CH:2]1.[H-].[H-].[H-].[H-].[Li+].[Al+3].C(OCC)C>O1CCCC1>[CH3:13][NH:12][C:9]1[CH:10]=[CH:11][C:6]([C:4]2[N:3]=[CH:2][NH:1][CH:5]=2)=[CH:7][CH:8]=1 |f:1.2.3.4.5.6|. Procedure: A suspension of N-[4-(imidazol-4-yl)-phenyl]-formamide (8 g) in anhydrous tetrahydrofuran (80 ml) was slowly added dropwise to a suspension of LiAlH4 (6.5 g) in anhydrous tetrahydrofuran. The reaction mixture was refluxed for 4 hours and cooled. Wet diethylether was added, and then the solution was evaporated to dryness. The residue was dissolved in water and ethylacetate. After working up the organic layer, 4.6 g of N-methyl-N-[4-(imidazol-4-yl)-phenyl]-amine, M.p. 75°-76° C., were obtained. Reactants: C(C1=CC=CC=C1)OC1=C(C(=O)NC2=C(C(=O)OC(C)(C)C)C=CC(=C2)C=2OC=CC2)C=C(C=C1)N1CCOCC1 (tert-butyl 2-(2-(benzyloxy)-5-(morpholin-4-yl)benzamido)-4-(furan-2-yl)benzoate), C(Cl)(Cl)Cl (Chloroform). Reagents/catalysts: [C].[Pd] (palladium-carbon). Solvent: CO (methanol), C(C)(=O)OCC (ethyl acetate). Run at time 1 hour. Yields the product O1C(=CC=C1)C1=CC(=C(C(=O)OC(C)(C)C)C=C1)NC(C1=C(C=CC(=C1)N1CCOCC1)O)=O (tert-butyl 4-(furan-2-yl)-2-(2-hydroxy-5-(morpholin-4-yl)benzamido)benzoate). The yield is 72.5%. Reaction SMILES: C([O:8][C:9]1[CH:35]=[CH:34][C:33]([N:36]2[CH2:41][CH2:40][O:39][CH2:38][CH2:37]2)=[CH:32][C:10]=1[C:11]([NH:13][C:14]1[CH:26]=[C:25]([C:27]2[O:28][CH:29]=[CH:30][CH:31]=2)[CH:24]=[CH:23][C:15]=1[C:16]([O:18][C:19]([CH3:22])([CH3:21])[CH3:20])=[O:17])=[O:12])C1C=CC=CC=1.C(Cl)(Cl)Cl>CO.C(OCC)(=O)C.[C].[Pd]>[O:28]1[CH:29]=[CH:30][CH:31]=[C:27]1[C:25]1[CH:24]=[CH:23][C:15]([C:16]([O:18][C:19]([CH3:22])([CH3:21])[CH3:20])=[O:17])=[C:14]([NH:13][C:11](=[O:12])[C:10]2[CH:32]=[C:33]([N:36]3[CH2:41][CH2:40][O:39][CH2:38][CH2:37]3)[CH:34]=[CH:35][C:9]=2[OH:8])[CH:26]=1 |f:4.5|. Procedure: To a solution mixture of the obtained tert-butyl 2-(2-(benzyloxy)-5-(morpholin-4-yl)benzamido)-4-(furan-2-yl)benzoate (0.14 g) in methanol (2.0 mL) and ethyl acetate (2.0 mL), 10% palladium-carbon (0.029 g) was added, followed by stirring under a hydrogen atmosphere at room temperature for 1 hour. Chloroform was added to the reaction mixture. The insoluble substance was removed by filtration, and the solvent was evaporated under reduced pressure. The obtained residue was purified by silica gel c... Starting materials: CC1(COP(OC1)(OCC1C=CCCC1)=O)C (3-(5,5-dimethyl-2-oxo-1,3,2-dioxaphosphorinanoxymethyl)-1-cyclohexene), C(C)(=O)OO (Peracetic acid), O (water). The solvent is C(Cl)Cl (methylene chloride), C(Cl)Cl (methylene chloride). Product: CC1(COP(OC1)(OCC1CC2OC2CC1)=O)C (3-(5,5-dimethyl-2-oxo-1, 3, 2-dioxaphosphorinanoxymethyl)-7-oxabicyclo[4. 1.0]heptane). As a reaction SMILES: [CH3:1][C:2]1([CH3:17])[CH2:7][O:6][P:5](=[O:16])([O:8][CH2:9][CH:10]2[CH2:15][CH2:14][CH2:13][CH:12]=[CH:11]2)[O:4][CH2:3]1.C(OO)(=[O:20])C.O>C(Cl)Cl>[CH3:1][C:2]1([CH3:17])[CH2:3][O:4][P:5](=[O:16])([O:8][CH2:9][CH:10]2[CH2:15][CH2:14][CH:13]3[CH:12]([O:20]3)[CH2:11]2)[O:6][CH2:7]1. Procedure: A 500 mL round bottom flask equipped with a stirrer bar was charged with 15.5 g (0.058 mol) 3-(5,5-dimethyl-2-oxo-1,3,2-dioxaphosphorinanoxymethyl)-1-cyclohexene, and 100 mL of methylene chloride. Peracetic acid (13.76 g, 35 wt. % in acetic acid; 0.058 mol) in methylene chloride (60 mL) was added dropwise to above mixture over 20 min. in an ice bath. After the above mixture was reacted at room temperature overnight, 100 mL of water was added to above reaction mixture, the water layer was extract... Starting materials: C1COCCO1, CS(=O)(=O)O, NCCOc1cc(-c2ccc[nH]2)c2c3c(ccc(F)c13)NC2=O. Product: CS(=O)(=O)O, NCCOc1cc(-c2ccc[nH]2)c2c3c(ccc(F)c13)NC2=O. As a reaction SMILES: [CH2:29]1[O:30][CH2:31][CH2:32][O:33][CH2:34]1.[CH3:24][S:25]([OH:26])(=[O:27])=[O:28].[NH2:1][CH2:2][CH2:3][O:4][c:5]1[cH:6][c:7](-[c:19]2[nH:20][cH:21][cH:22][cH:23]2)[c:8]2[c:16]3[c:11]([cH:12][cH:13][c:14]([F:17])[c:15]13)[NH:10][C:9]2=[O:18]>>[CH3:24][S:25](=[O:26])(=[O:27])[OH:28].[NH2:1][CH2:2][CH2:3][O:4][c:5]1[cH:6][c:7](-[c:19]2[nH:20][cH:21][cH:22][cH:23]2)[c:8]2[c:16]3[c:11]([cH:12][cH:13][c:14]([F:17])[c:15]13)[NH:10][C:9]2=[O:18]. The reactants are CN1CCCC1=O, FC(F)(F)c1cc(Cl)c(Cl)c(Cl)c1, [F-], [Li+], N. Product: Nc1c(Cl)cc(C(F)(F)F)cc1Cl. As a reaction SMILES: [CH3:17][N:18]1[CH2:19][CH2:20][CH2:21][C:22]1=[O:23].[Cl:1][c:2]1[cH:3][c:4]([C:10]([F:11])([F:12])[F:13])[cH:5][c:6]([Cl:9])[c:7]1[Cl:8].[F-:14].[Li+:15].[NH3:16]>>[Cl:1][c:2]1[cH:3][c:4]([C:10]([F:11])([F:12])[F:13])[cH:5][c:6]([Cl:9])[c:7]1[NH2:16]. Reactants: [Cl-].[NH4+] (ammonium chloride), [H-].[Na+] (Sodium hydride), C(C1=CC=CC=C1)Br (benzyl bromide), O1C(CCC=C1)CO (3,4-Dihydro-2H-pyran-2-ylmethanol). Solvent: O1CCCC1 (tetrahydrofuran). Conditions: time 17 hour. The product is C(C1=CC=CC=C1)OCC1OC=CCC1 (2-[(Benzyloxy)methyl]-3,4-dihydro-2H-pyran). Yield: 95.0%. Reaction SMILES: [O:1]1[CH:6]=[CH:5][CH2:4][CH2:3][CH:2]1[CH2:7][OH:8].[H-].[Na+].[CH2:11](Br)[C:12]1[CH:17]=[CH:16][CH:15]=[CH:14][CH:13]=1.[Cl-].[NH4+]>O1CCCC1>[CH2:11]([O:8][CH2:7][CH:2]1[CH2:3][CH2:4][CH:5]=[CH:6][O:1]1)[C:12]1[CH:17]=[CH:16][CH:15]=[CH:14][CH:13]=1 |f:1.2,4.5|. Reported procedure: 3,4-Dihydro-2H-pyran-2-ylmethanol (5.0 g) was dissolved in tetrahydrofuran (100 ml). 55% Sodium hydride (2.3 g) and benzyl bromide (8.2 g) were added under ice-cooling, followed by stirring for 17 hours. A saturated aqueous ammonium chloride solution was added, followed by extraction with ethyl acetate and washing with brine. The organic layer was dried over anhydrous sodium sulfate and then the solvent was evaporated under reduced pressure. The residue was purified by silica gel column chromato...